From a dataset of the Open Reaction Database (ORD), a public repository of structured organic reaction records. describe an organic reaction: reactants, conditions, products, and yield The reactants are Cc1ccccc1OCC(O)CN(CCOc1ncccc1C(N)=O)Cc1ccccc1, CCO, [H][H]. Product: Cc1ccccc1OCC(O)CNCCOc1ncccc1C(N)=O. As a reaction SMILES: [CH2:1]([c:2]1[cH:3][cH:4][cH:5][cH:6][cH:7]1)[N:8]([CH2:9][CH2:10][O:11][c:12]1[n:13][cH:14][cH:15][cH:16][c:17]1[C:18]([NH2:19])=[O:20])[CH2:21][CH:22]([CH2:23][O:24][c:25]1[c:26]([CH3:31])[cH:27][cH:28][cH:29][cH:30]1)[OH:32].[CH3:35][CH2:36][OH:37].[H:33][H:34]>>[NH:8]([CH2:9][CH2:10][O:11][c:12]1[n:13][cH:14][cH:15][cH:16][c:17]1[C:18]([NH2:19])=[O:20])[CH2:21][CH:22]([CH2:23][O:24][c:25]1[c:26]([CH3:31])[cH:27][cH:28][cH:29][cH:30]1)[OH:32]. The reactants are O=C1[C@@H](N(CC1)CC1=CC=CC=C1)CC1CC(CC(C1)=O)=O ((S)-5-[[oxo-1-(phenylmethyl)-2-pyrrolidinyl]methyl]-1,3-cyclohexanedione), O.C1(=CC=C(C=C1)S(=O)(=O)O)C (p-toluenesulfonic acid monohydrate), C(C)OC=1C[C@H](CC(C1)=O)C[C@@H]1CCC(N1CC1=CC=CC=C1)=O ((5S,1R)-5-[(3-ethoxy-5-oxo-3-cyclohexen-1-yl)methyl]-1-(phenylmethyl)-2-pyrrolidinone). The solvent is C(C)O (ethanol), C1(=CC=CC=C1)C (toluene). Product: C(C)OC=1C[C@@H](CC(C1)=O)C[C@@H]1CCC(N1CC1=CC=CC=C1)=O ((5s,1S)-5-[(3-ethoxy-5-oxo-3-cyclohexen-1-yl)methyl]-1-(phenylmethyl)-2-pyrrolidinone). Isolated yield 57.0%. RXN SMILES: O=C1CCN(CC2C=CC=CC=2)[C@H]1CC1CC(=O)CC(=O)C1.O.C1(C)C=CC(S(O)(=O)=O)=CC=1.[CH2:35]([O:37][C:38]1[CH2:39][C@@H:40]([CH2:45][C@H:46]2[N:50]([CH2:51][C:52]3[CH:57]=[CH:56][CH:55]=[CH:54][CH:53]=3)[C:49](=[O:58])[CH2:48][CH2:47]2)[CH2:41][C:42](=[O:44])[CH:43]=1)[CH3:36]>C(O)C.C1(C)C=CC=CC=1>[CH2:35]([O:37][C:38]1[CH2:39][C@H:40]([CH2:45][C@H:46]2[N:50]([CH2:51][C:52]3[CH:53]=[CH:54][CH:55]=[CH:56][CH:57]=3)[C:49](=[O:58])[CH2:48][CH2:47]2)[CH2:41][C:42](=[O:44])[CH:43]=1)[CH3:36] |f:1.2|. Reported procedure: A solution of (S)-5-[[oxo-1-(phenylmethyl)-2-pyrrolidinyl]methyl]-1,3-cyclohexanedione (60 g, 0.20 mol) and p-toluenesulfonic acid monohydrate (3.8 g, 0.02 mol) in 600 mL of ethanol and 1200 mL of toluene was stirred and refluxed for 1.5 h. The solvent was removed on a rotary evaporator and the residue dissolved in methylene chloride. The methylene chloride solution was washed with saturated sodium bicarbonate solution, brine, and dried over Na2SO4. The solvent was removed on a rotary evaporator... The reactants are C=CCOC(=O)c1cccc(OC(C)(C)C(=O)OC(C)(C)C)c1, ClCCl, O=C(O)C(F)(F)F. The product is C=CCOC(=O)c1cccc(OC(C)(C)C(=O)O)c1. Reaction SMILES: [CH2:1]([CH:2]=[CH2:3])[O:4][C:5](=[O:6])[c:7]1[cH:8][c:9]([O:10][C:11]([C:12](=[O:13])[O:14][C:15]([CH3:16])([CH3:17])[CH3:18])([CH3:19])[CH3:20])[cH:21][cH:22][cH:23]1.[Cl:31][CH2:32][Cl:33].[OH:24][C:25]([C:26]([F:27])([F:28])[F:29])=[O:30]>>[CH2:1]([CH:2]=[CH2:3])[O:4][C:5](=[O:6])[c:7]1[cH:8][c:9]([O:10][C:11]([C:12](=[O:13])[OH:14])([CH3:19])[CH3:20])[cH:21][cH:22][cH:23]1. The reactants are O.NN (Hydrazine monohydrate), ClC1=C(C#N)C=C(C=C1)[N+](=O)[O-] (2-chloro-5-nitrobenzonitrile), O (H2O). Run in N1=CC=CC=C1 (pyridine). The product is [N+](=O)([O-])C=1C=C2C(=NNC2=CC1)N (5-nitro-1H-indazol-3-amine). The yield is 80.0%. As a reaction SMILES: [OH2:1].[NH2:2][NH2:3].Cl[C:5]1[CH:12]=[CH:11][C:10]([N+:13]([O-])=O)=[CH:9][C:6]=1[C:7]#[N:8].[OH2:16]>N1C=CC=CC=1>[N+:13]([C:10]1[CH:9]=[C:6]2[C:5](=[CH:12][CH:11]=1)[NH:3][N:2]=[C:7]2[NH2:8])([O-:16])=[O:1] |f:0.1|. Procedure details: Hydrazine monohydrate (2.1 mL, 44 mmol) was added to a solution of 2-chloro-5-nitrobenzonitrile (7.30 g, 40 mmol) in pyridine (30 mL) and the mixture was heated to reflux overnight. The dark red solution was then cooled, poured into H2O and the resulting solid filtered and dried to give the title compound as a dark red powder (5.7 g, 80%). NMR 1H NMR (400 MHz, DMSO-D6) δ ppm 8.95 (d, J=2.0, 1H), 8.06 (dd, J=9.2, 2.0, 1H), 7.34 (d, J=9.2, 1H), 5.98 (br s, 2H) MS m/z 179.0 [M+H]+ Reactants: [N+](=O)([O-])C1=C(C(=O)NC2=CC(=C(C=C2)Br)C(F)(F)F)C=CC=C1 (2-nitro-N-(4-bromo-3-trifluoromethylphenyl)benzamide), [N+](=O)([O-])C1=C(C(=O)NC2=CC(=C(C=C2)Br)C(F)(F)F)C=CC=C1 (2-nitro-N-(4-bromo-3-trifluoromethylphenyl)benzamide), [H][H] (hydrogen). Reagents/catalysts: [Ni] (Raney nickel). Solvent: CO (methanol). Product: NC1=C(C(=O)NC2=CC(=C(C=C2)Br)C(F)(F)F)C=CC=C1 (2-Amino-N-(4-bromo-3-trifluoromethylphenyl)benzamide). Reaction SMILES: [N+:1]([C:4]1[CH:23]=[CH:22][CH:21]=[CH:20][C:5]=1[C:6]([NH:8][C:9]1[CH:14]=[CH:13][C:12]([Br:15])=[C:11]([C:16]([F:19])([F:18])[F:17])[CH:10]=1)=[O:7])([O-])=O.[H][H]>CO.[Ni]>[NH2:1][C:4]1[CH:23]=[CH:22][CH:21]=[CH:20][C:5]=1[C:6]([NH:8][C:9]1[CH:14]=[CH:13][C:12]([Br:15])=[C:11]([C:16]([F:19])([F:17])[F:18])[CH:10]=1)=[O:7]. Procedure: A solution of 2-nitro-N-(4-bromo-3-trifluoromethylphenyl)benzamide (intermediate 1a; 32 g, 82 mmol) in methanol (1000 mL) is hydrogenated at atmospheric pressure over Raney nickel (6 g) at 21° C. The calculated amount of hydrogen is taken up after 7 hours. The mixture is filtered and the solvent is evaporated under reduced pressure to yield the crude product which is purified by recrystallisation from diethylether-hexane to give the title compound as a colourless crystalline solid, m.p. 142–144°...